From a dataset of the Open Reaction Database (ORD), a public repository of structured organic reaction records. describe an organic reaction: reactants, conditions, products, and yield Starting materials: COC1=CC=C(C=C1)C(C)(C)C1NCC=C(C1)C (1,2,3,6-tetrahydro-2-[1-(4-methoxyphenyl)-1-methylethyl]-4-methylpyridine), C(CCCC)I (pentyl iodide), C([O-])([O-])=O.[K+].[K+] (potassium carbonate), CN(C=O)C (dimethylformamide). The solvent is O (water). The product is C(CCCC)N1C(CC(=CC1)C)C(C)(C)C1=CC=C(C=C1)OC (1,2,3,6-tetrahydro-1-pentyl-2-[1-(4-methoxyphenyl)-1-methylethyl]-4-methylpyridine). The yield is 75.1%. As a reaction SMILES: [CH3:1][O:2][C:3]1[CH:8]=[CH:7][C:6]([C:9]([CH:12]2[CH2:17][C:16]([CH3:18])=[CH:15][CH2:14][NH:13]2)([CH3:11])[CH3:10])=[CH:5][CH:4]=1.[CH2:19](I)[CH2:20][CH2:21][CH2:22][CH3:23].C(=O)([O-])[O-].[K+].[K+].CN(C)C=O>O>[CH2:19]([N:13]1[CH2:14][CH:15]=[C:16]([CH3:18])[CH2:17][CH:12]1[C:9]([C:6]1[CH:5]=[CH:4][C:3]([O:2][CH3:1])=[CH:8][CH:7]=1)([CH3:11])[CH3:10])[CH2:20][CH2:21][CH2:22][CH3:23] |f:2.3.4|. Reported procedure: A mixture of 1,2,3,6-tetrahydro-2-[1-(4-methoxyphenyl)-1-methylethyl]-4-methylpyridine (2.9 g), pentyl iodide (2.34 g), potassium carbonate (3 g) and dimethylformamide (20 ml) was heated to reflux for 4 hours while stirring. After cooling and adding water, the reaction product was extracted with benzene. The extract was washed twice with water, dried over potassium carbonate and distilled to remove benzene to obtain 2.8 g of 1,2,3,6-tetrahydro-1-pentyl-2-[1-(4-methoxyphenyl)-1-methylethyl]-4-met... Reactants: N[C@@H](CC1=CC=C(C=C1)O)C(=O)O (L-tyrosine), amino acid, C(CCCC\C=C/CC=CCC=CCCCCC)(=O)Cl ((Z)-6,9,12-octadecatrienoyl chloride). Product: C(C=CC=CC=CCCCCCCCCCCC)(=O)N[C@@H](CC1=CC=C(C=C1)O)C(=O)O (N-octadecatrienoyl L-tyrosine). Reaction SMILES: [NH2:1][C@H:2]([C:11]([OH:13])=[O:12])[CH2:3][C:4]1[CH:9]=[CH:8][C:7]([OH:10])=[CH:6][CH:5]=1.[C:14](Cl)(=[O:32])[CH2:15][CH2:16][CH2:17][CH2:18]/[CH:19]=[CH:20]\[CH2:21][CH:22]=[CH:23][CH2:24][CH:25]=[CH:26][CH2:27][CH2:28][CH2:29][CH2:30][CH3:31]>>[C:14]([NH:1][C@H:2]([C:11]([OH:13])=[O:12])[CH2:3][C:4]1[CH:5]=[CH:6][C:7]([OH:10])=[CH:8][CH:9]=1)(=[O:32])[CH:15]=[CH:16][CH:17]=[CH:18][CH:19]=[CH:20][CH2:21][CH2:22][CH2:23][CH2:24][CH2:25][CH2:26][CH2:27][CH2:28][CH2:29][CH2:30][CH3:31]. Procedure details: The same procedure as in Example 5 but 1.81 g (0.01 mole) of L-tyrosine was used as amino acid and EPA-Cl was replaced by 3.56 g (0.012 mole) of GLA-Cl. Procedure details: Prepared analogously to Example 1d from methyl 4'-[[2-n-propyl-4-methyl-6-[N-(3-nitro-pyrrol-2-yl)-amino]-1H-benzimidazol -1-yl]-methyl]-biphenyl-2-carboxylate and 2N sodium hydroxide solution in ethanol. Starting materials: C(CC)C1=NC2=C(N1CC1=CC=C(C=C1)C=1C(=CC=CC1)C(=O)OC)C=C(C=C2C)NC=2NC=CC2[N+](=O)[O-] (methyl 4'-[[2-n-propyl-4-methyl-6-[N-(3-nitro-pyrrol-2-yl)-amino]-1H-benzimidazol -1-yl]-methyl]-biphenyl-2-carboxylate), [OH-].[Na+] (sodium hydroxide). Reaction SMILES: [CH2:1]([C:4]1[N:8]([CH2:9][C:10]2[CH:15]=[CH:14][C:13]([C:16]3[C:17]([C:22]([O:24]C)=[O:23])=[CH:18][CH:19]=[CH:20][CH:21]=3)=[CH:12][CH:11]=2)[C:7]2[CH:26]=[C:27]([NH:31][C:32]3[NH:33][CH:34]=[CH:35][C:36]=3[N+:37]([O-:39])=[O:38])[CH:28]=[C:29]([CH3:30])[C:6]=2[N:5]=1)[CH2:2][CH3:3].[OH-].[Na+]>C(O)C>[CH2:1]([C:4]1[N:8]([CH2:9][C:10]2[CH:15]=[CH:14][C:13]([C:16]3[C:17]([C:22]([OH:24])=[O:23])=[CH:18][CH:19]=[CH:20][CH:21]=3)=[CH:12][CH:11]=2)[C:7]2[CH:26]=[C:27]([NH:31][C:32]3[NH:33][CH:34]=[CH:35][C:36]=3[N+:37]([O-:39])=[O:38])[CH:28]=[C:29]([CH3:30])[C:6]=2[N:5]=1)[CH2:2][CH3:3] |f:1.2|. Solvent: C(C)O (ethanol). Product: C(CC)C1=NC2=C(N1CC1=CC=C(C=C1)C=1C(=CC=CC1)C(=O)O)C=C(C=C2C)NC=2NC=CC2[N+](=O)[O-] (4'-[[2-n-Propyl-4-methyl-6-[N-(3-nitro-pyrrol-2-yl)amino ]-1H-benzimidazol-1-yl]-methyl]-biphenyl-2-carboxylic acid).